describe an organic reaction: reactants, conditions, products, and yield From a dataset of the Open Reaction Database (ORD), a public repository of structured organic reaction records. Starting materials: [BH4-], CC(=O)OCCOC1CCCCC1NC(=O)c1cn(-c2ccc(Cl)cc2)c(-c2ccccc2Cl)n1, C1CCOC1, CC(C)=O, [Na+], O. Yields the product O=C(NC1CCCCC1OCCO)c1cn(-c2ccc(Cl)cc2)c(-c2ccccc2Cl)n1. RXN SMILES: [BH4-:36].[C:1](=[O:2])([CH3:3])[O:4][CH2:5][CH2:6][O:7][CH:8]1[CH:9]([NH:14][C:15](=[O:16])[c:17]2[n:18][c:19](-[c:29]3[c:30]([Cl:35])[cH:31][cH:32][cH:33][cH:34]3)[n:20](-[c:22]3[cH:23][cH:24][c:25]([Cl:28])[cH:26][cH:27]3)[cH:21]2)[CH2:10][CH2:11][CH2:12][CH2:13]1.[CH2:42]1[O:43][CH2:44][CH2:45][CH2:46]1.[CH3:38][C:39](=[O:40])[CH3:41].[Na+:37].[OH2:47]>>[OH:4][CH2:5][CH2:6][O:7][CH:8]1[CH:9]([NH:14][C:15](=[O:16])[c:17]2[n:18][c:19](-[c:29]3[c:30]([Cl:35])[cH:31][cH:32][cH:33][cH:34]3)[n:20](-[c:22]3[cH:23][cH:24][c:25]([Cl:28])[cH:26][cH:27]3)[cH:21]2)[CH2:10][CH2:11][CH2:12][CH2:13]1. Starting materials: C(C1=CC=CC=C1)OC(=O)N1[C@@H](C[C@H](C1)O[Si](C)(C)C(C)(C)C)CCCC#N ((2R,4R)-1-Benzyloxycarbonyl-2-(3-cyanopropyl)-4-t-butyldimethylsilyloxypyrrolidine). The reagents and catalysts are [C].[Pd] (palladium-carbon). Run in C(C)O (ethanol). Run at time 2 hour. Product: C(#N)CCC[C@H]1NC[C@@H](C1)O[Si](C)(C)C(C)(C)C ((2R,4R)-2-(3-cyanopropyl)-4-t-butyldimethylsilyloxypyrrolidine). RXN SMILES: C(OC([N:11]1[CH2:15][C@H:14]([O:16][Si:17]([C:20]([CH3:23])([CH3:22])[CH3:21])([CH3:19])[CH3:18])[CH2:13][C@H:12]1[CH2:24][CH2:25][CH2:26][C:27]#[N:28])=O)C1C=CC=CC=1>C(O)C.[C].[Pd]>[C:27]([CH2:26][CH2:25][CH2:24][C@@H:12]1[CH2:13][C@@H:14]([O:16][Si:17]([C:20]([CH3:23])([CH3:22])[CH3:21])([CH3:18])[CH3:19])[CH2:15][NH:11]1)#[N:28] |f:2.3|. Procedure details: (2R,4R)-1-Benzyloxycarbonyl-2-(3-cyanopropyl)-4-t-butyldimethylsilyloxypyrrolidine (1.69 g) was dissolved in 34 ml of ethanol, and 338 mg of 5% palladium-carbon was added thereto, followed by hydrogenation at room temparature under 1 atm. for 2 hours. The catalyst was removed by filtration, and the filtrate was distilled to obtain (2R,4R)-2-(3-cyanopropyl)-4-t-butyldimethylsilyloxypyrrolidine. Reactants: Nc1ccc(Br)cc1F, ClCCl, Cc1cccc(N=C=O)c1. Yields the product Cc1cccc(NC(=O)Nc2ccc(Br)cc2F)c1. Reaction SMILES: [Br:1][c:2]1[cH:3][c:4]([F:9])[c:5]([NH2:6])[cH:7][cH:8]1.[Cl:20][CH2:21][Cl:22].[N:10](=[C:11]=[O:12])[c:13]1[cH:14][c:15]([CH3:19])[cH:16][cH:17][cH:18]1>>[Br:1][c:2]1[cH:3][c:4]([F:9])[c:5]([NH:6][C:11]([NH:10][c:13]2[cH:14][c:15]([CH3:19])[cH:16][cH:17][cH:18]2)=[O:12])[cH:7][cH:8]1. Starting materials: C(C1=CC=CC=C1)OC(CNC([C@@H](NC=O)CC1=CC(=C(C=C1)OC(C)=O)OC(C)=O)=O)=O (N-formyl-3,4-diacetyloxy-L-phenylalanyl-glycine-benzyl ester), CO (methanol), C(C)(=O)O (acetic acid), aforementioned compound, Cl (hydrochloric acid). Solvent: CCOCC (ether). Conditions: time 0.5 hour. Product: Cl.C(C)(=O)OC=1C=C(C[C@H](N)C(=O)NCC(=O)O)C=CC1OC(C)=O (3,4-diacetyloxy-L-phenylalanyl-glycine hydrochloride). Isolated yield 78.0%. RXN SMILES: C([O:8][C:9](=[O:33])[CH2:10][NH:11][C:12](=[O:32])[C@H:13]([CH2:17][C:18]1[CH:23]=[CH:22][C:21]([O:24][C:25](=[O:27])[CH3:26])=[C:20]([O:28][C:29](=[O:31])[CH3:30])[CH:19]=1)[NH:14]C=O)C1C=CC=CC=1.[ClH:34].CO.C(O)(=O)C>CCOCC>[ClH:34].[C:29]([O:28][C:20]1[CH:19]=[C:18]([CH:23]=[CH:22][C:21]=1[O:24][C:25](=[O:27])[CH3:26])[CH2:17][C@@H:13]([C:12]([NH:11][CH2:10][C:9]([OH:33])=[O:8])=[O:32])[NH2:14])(=[O:31])[CH3:30] |f:5.6|. Procedure details: Next, the step of deprotecting the N-formyl-3,4-diacetyloxy-L-phenylalanyl-glycine-benzyl ester was performed. 0.90 g (2.0 millimole) of the aforementioned compound was allowed to react with a 2.2 ml of a 1N methanolic-hydrochloric acid solution (prepared by diluting 2 ml of concentrated hydrochloric acid to 24 ml with methanol) overnight. Initially, a suspension formed and an additional 5 ml of methanol was added to the suspension. After about 0.5 hours, all of the solid had gone into solution.... Starting materials: [Cl-].[NH4+] (ammonium chloride), C(CCC)[Li] (n-Butyllithium), BrC1=C(SC(=C1Br)C)C (3,4-dibromo-2,5-dimethylthiophene), O1C2COCC21 (3,4-Epoxytetrahydrofuran), B(F)(F)F.CCOCC (boron trifluoride etherate). The solvent is C1CCOC1 (THF). Conditions: temperature -78 celsius, time 30 minute. The product is BrC=1C(=C(SC1C)C)[C@H]1[C@@H](COC1)O (trans-4-(4-Bromo-2,5-dimethyl-3-thienyl)tetrahydro-3-furanol). The yield is 64.0%. Reaction SMILES: C([Li])CCC.Br[C:7]1[C:11]([Br:12])=[C:10]([CH3:13])[S:9][C:8]=1[CH3:14].[O:15]1[CH:20]2[CH:16]1[CH2:17][O:18][CH2:19]2.B(F)(F)F.CCOCC.[Cl-].[NH4+]>C1COCC1>[Br:12][C:11]1[C:7]([C@@H:20]2[CH2:19][O:18][CH2:17][C@H:16]2[OH:15])=[C:8]([CH3:14])[S:9][C:10]=1[CH3:13] |f:3.4,5.6|. Procedure: n-Butyllithium (1.6 M in hexane; 0.239 mol) is added dropwise to a solution of 3,4-dibromo-2,5-dimethylthiophene (0.239 mol) in 325 ml of THF which has been cooled to −78° C. and the mixture is stirred for 30 minutes. 3,4-Epoxytetrahydrofuran (0.217 mol) and boron trifluoride etherate (0.217 mol) are added dropwise to this solution. The reaction solution is warmed to 0° C. and stirred for a further 3 hours. It is subsequently hydrolyzed with saturated ammonium chloride solution and the aqueous p... Starting materials: CN1C(CN=C(C2=C1C=CC=C2)C2=C(C=CC=C2)F)CCl (1-methyl-2-chloromethyl-5-(2'-fluorophenyl)-2,3-dihydro-1H-1,4-benzodiazepine), FC(C=1C=C(N)C=CC1)(F)F (m-trifluoromethyl aniline), C([O-])([O-])=O.[K+].[K+] (potassium carbonate), [I-].[Na+] (sodium iodide). Solvent: CN(C=O)C (N,N-dimethylformamide). The product is CN1C(CN=C(C2=C1C=CC=C2)C2=C(C=CC=C2)F)CNC2=CC(=CC=C2)C(F)(F)F (1-methyl-2-(3'-trifluoromethylphenyl)aminomethyl-5-(2'-fluorophenyl)-2,3-dihydro-1H-1,4-benzodiazepine). As a reaction SMILES: [CH3:1][N:2]1[C:8]2[CH:9]=[CH:10][CH:11]=[CH:12][C:7]=2[C:6]([C:13]2[CH:18]=[CH:17][CH:16]=[CH:15][C:14]=2[F:19])=[N:5][CH2:4][CH:3]1[CH2:20]Cl.[F:22][C:23]([F:32])([F:31])[C:24]1[CH:25]=[C:26]([CH:28]=[CH:29][CH:30]=1)[NH2:27].C(=O)([O-])[O-].[K+].[K+].[I-].[Na+]>CN(C)C=O>[CH3:1][N:2]1[C:8]2[CH:9]=[CH:10][CH:11]=[CH:12][C:7]=2[C:6]([C:13]2[CH:18]=[CH:17][CH:16]=[CH:15][C:14]=2[F:19])=[N:5][CH2:4][CH:3]1[CH2:20][NH:27][C:26]1[CH:28]=[CH:29][CH:30]=[C:24]([C:23]([F:22])([F:31])[F:32])[CH:25]=1 |f:2.3.4,5.6|. Procedure: According to the method of Example 5, 1-methyl-2-chloromethyl-5-(2'-fluorophenyl)-2,3-dihydro-1H-1,4-benzodiazepine (200 mg, 0.66 mmole) and m-trifluoromethyl aniline (319 mg, 1.97 mmole) were combined in 2 ml of dry N,N-dimethylformamide, and potassium carbonate (273 mg, 1.97 mmole) and sodium iodide (198 mg, 1.32 mmole) were added to this mixture (which was heated at 65° C. for 18 hours). After solvent-removal, partitioning, separation, washing, drying and concentrating, the analytical product... The reactants are [Li]CCCCCC, CCCCCC, CON(C)C(=O)c1cc2cc(Cl)ccc2[nH]1, Cl, C1CCOC1. The product is CCCCCCC(=O)c1cc2cc(Cl)ccc2[nH]1. RXN SMILES: [CH2:17]([CH2:18][CH2:19][CH2:20][CH2:21][CH3:22])[Li:23].[CH3:30][CH2:31][CH2:32][CH2:33][CH2:34][CH3:35].[Cl:1][c:2]1[cH:3][c:4]2[cH:5][c:6]([C:11](=[O:12])[N:13]([O:14][CH3:15])[CH3:16])[nH:7][c:8]2[cH:9][cH:10]1.[ClH:24].[O:25]1[CH2:26][CH2:27][CH2:28][CH2:29]1>>[Cl:1][c:2]1[cH:3][c:4]2[cH:5][c:6]([C:11](=[O:12])[CH2:17][CH2:18][CH2:19][CH2:20][CH2:21][CH3:22])[nH:7][c:8]2[cH:9][cH:10]1.